This data is from the Open Reaction Database (ORD), a public repository of structured organic reaction records. The task is: describe an organic reaction: reactants, conditions, products, and yield Starting materials: C1CCOC1, CC[Si](CC)(CC)OC1OC(CO)C(O)C(O)C1I, O, O=C(O)C(F)(F)F. Yields the product O=CC(I)C(O)C(O)C(O)CO. RXN SMILES: [CH2:20]1[O:21][CH2:22][CH2:23][CH2:24]1.[I:1][CH:2]1[CH:3]([O:4][Si:5]([CH2:6][CH3:7])([CH2:8][CH3:9])[CH2:10][CH3:11])[O:12][CH:13]([CH2:18][OH:19])[CH:14]([OH:17])[CH:15]1[OH:16].[OH2:32].[OH:25][C:26]([C:27]([F:28])([F:29])[F:30])=[O:31]>>[I:1][CH:2]([CH:3]=[O:4])[CH:15]([CH:14]([CH:13]([OH:12])[CH2:18][OH:19])[OH:17])[OH:16]. Starting materials: BrC1=CC=CC(=N1)C(=O)O (6-bromo-pyridine-2-carboxylic acid), C(=O)(N1C=NC=C1)N1C=NC=C1 (1,1′-carbonyldiimidazole), ClC=1C=C(C=CC1)N1N=C(N=C1)C(=O)N1C(CNCC1)(C)C ([1-(3-chloro-phenyl)-1H-[1,2,4]triazol-3-yl]-(2,2-dimethyl-piperazin-1-yl)-methanone). Solvent: C1CCOC1 (THF). Run at temperature 50 celsius, time 4 hour. The product is BrC1=CC=CC(=N1)C(=O)N1CC(N(CC1)C(=O)C1=NN(C=N1)C1=CC(=CC=C1)Cl)(C)C ([4-(6-Bromo-pyridine-2-carbonyl)-2,2-dimethyl-piperazin-1-yl]-[1-(3-chloro-phenyl)-1H-[1,2,4]triazol-3-yl]-methanone). As a reaction SMILES: [Br:1][C:2]1[N:7]=[C:6]([C:8]([OH:10])=O)[CH:5]=[CH:4][CH:3]=1.C(N1C=CN=C1)(N1C=CN=C1)=O.[Cl:23][C:24]1[CH:25]=[C:26]([N:30]2[CH:34]=[N:33][C:32]([C:35]([N:37]3[CH2:42][CH2:41][NH:40][CH2:39][C:38]3([CH3:44])[CH3:43])=[O:36])=[N:31]2)[CH:27]=[CH:28][CH:29]=1>C1COCC1>[Br:1][C:2]1[N:7]=[C:6]([C:8]([N:40]2[CH2:41][CH2:42][N:37]([C:35]([C:32]3[N:33]=[CH:34][N:30]([C:26]4[CH:27]=[CH:28][CH:29]=[C:24]([Cl:23])[CH:25]=4)[N:31]=3)=[O:36])[C:38]([CH3:44])([CH3:43])[CH2:39]2)=[O:10])[CH:5]=[CH:4][CH:3]=1. Procedure details: To a solution of 394 mg (1.94 mmol) 6-bromo-pyridine-2-carboxylic acid in 30 mL THF was added 369 mg (2.28 mmol) 1,1′-carbonyldiimidazole. After stiffing at 60° C. for 4 h, 520 mg (1.63 mmol) [1-(3-chloro-phenyl)-1H-[1,2,4]triazol-3-yl]-(2,2-dimethyl-piperazin-1-yl)-methanone was added. The resulting mixture was stirred at 50° C. for 12 h. The solvent was evaporated. The residue was taken up in DMF and purified by HPLC. Starting materials: C(C)(=O)O[BH-](OC(C)=O)OC(C)=O.[Na+] (sodium triacetoxyborohydride), C(O)([O-])=O.[Na+] (sodium hydrogen carbonate), N1C(=NC=C1)CN(CC=1NC=CN1)CC1=CC=C(C=O)C=C1 (4-{[bis(1H-imidazol-2-ylmethyl)amino]methyl}benzaldehyde), C1NC(CC12CCN(CC2)C(=O)OC(C)(C)C)C(=O)OCC (8-tert-butyl 3-ethyl 2,8-diazaspiro[4.5]decane-3,8-dicarboxylate). The solvent is C(C)(=O)O (acetic acid), CN(C=O)C (N,N-dimethylformamide). Run at time 10 minute. Product: N1C(=NC=C1)CN(CC=1NC=CN1)CC1=CC=C(CN2CC3(CC2C(=O)OCC)CCN(CC3)C(=O)OC(C)(C)C)C=C1 (8-tert-butyl 3-ethyl 2-(4-{[bis(1H-imidazol-2-ylmethyl)amino]methyl}benzyl)-2,8-diazaspiro[4.5]decane-3,8-dicarboxylate). Yield: 60.8%. RXN SMILES: [NH:1]1[CH:5]=[CH:4][N:3]=[C:2]1[CH2:6][N:7]([CH2:14][C:15]1[CH:22]=[CH:21][C:18]([CH:19]=O)=[CH:17][CH:16]=1)[CH2:8][C:9]1[NH:10][CH:11]=[CH:12][N:13]=1.[CH2:23]1[C:27]2([CH2:32][CH2:31][N:30]([C:33]([O:35][C:36]([CH3:39])([CH3:38])[CH3:37])=[O:34])[CH2:29][CH2:28]2)[CH2:26][CH:25]([C:40]([O:42][CH2:43][CH3:44])=[O:41])[NH:24]1.C(O[BH-](OC(=O)C)OC(=O)C)(=O)C.[Na+].C(=O)([O-])O.[Na+]>C(O)(=O)C.CN(C)C=O>[NH:1]1[CH:5]=[CH:4][N:3]=[C:2]1[CH2:6][N:7]([CH2:14][C:15]1[CH:16]=[CH:17][C:18]([CH2:19][N:24]2[CH:25]([C:40]([O:42][CH2:43][CH3:44])=[O:41])[CH2:26][C:27]3([CH2:28][CH2:29][N:30]([C:33]([O:35][C:36]([CH3:39])([CH3:38])[CH3:37])=[O:34])[CH2:31][CH2:32]3)[CH2:23]2)=[CH:21][CH:22]=1)[CH2:8][C:9]1[NH:10][CH:11]=[CH:12][N:13]=1 |f:2.3,4.5|. Reported procedure: Under an argon atmosphere, 4-{[bis(1H-imidazol-2-ylmethyl)amino]methyl}benzaldehyde (International Publication WO 2007/058322 pamphlet, Example 28; 21.0 g) and 8-tert-butyl 3-ethyl 2,8-diazaspiro[4.5]decane-3,8-dicarboxylate (JP 2004-002470, Example 21f; 21.2 g) were dissolved in acetic acid (4.5 mL) and anhydrous N,N-dimethylformamide (225 mL), followed by stirring at room temperature for 10 minutes. To this solution, sodium triacetoxyborohydride (17.3 g) was added. The reaction solution was st...